This data is from the Open Reaction Database (ORD), a public repository of structured organic reaction records. The task is: describe an organic reaction: reactants, conditions, products, and yield The reactants are [BH4-], CO, Cl, CC(C)(C(=O)O)c1ccc(C(=O)CCCI)cc1, [Na+]. The product is CC(C)(C(=O)O)c1ccc(C(O)CCCI)cc1. Reaction SMILES: [BH4-:19].[CH3:22][OH:23].[ClH:21].[I:1][CH2:2][CH2:3][CH2:4][C:5](=[O:6])[c:7]1[cH:8][cH:9][c:10]([C:13]([C:14](=[O:15])[OH:16])([CH3:17])[CH3:18])[cH:11][cH:12]1.[Na+:20]>>[I:1][CH2:2][CH2:3][CH2:4][CH:5]([OH:6])[c:7]1[cH:8][cH:9][c:10]([C:13]([C:14](=[O:15])[OH:16])([CH3:17])[CH3:18])[cH:11][cH:12]1. Starting materials: O=C(Cl)c1ccccc1, COc1ccc(Nc2ncc(C(C)NC(=O)c3ccco3)nn2)cc1, CSc1ncc(C(C)N)nn1, Cl. Product: CSc1ncc(C(C)NC(=O)c2ccccc2)nn1. As a reaction SMILES: [C:38]([c:39]1[cH:40][cH:41][cH:42][cH:43][cH:44]1)(=[O:45])[Cl:46].[CH3:1][O:2][c:3]1[cH:4][cH:5][c:6]([NH:7][c:8]2[n:9][n:10][c:11]([CH:12]([NH:13][C:14]([c:15]3[o:16][cH:17][cH:18][cH:19]3)=[O:20])[CH3:21])[cH:22][n:23]2)[cH:24][cH:25]1.[CH3:27][S:28][c:29]1[n:30][n:31][c:32]([CH:35]([CH3:36])[NH2:37])[cH:33][n:34]1.[ClH:26]>>[CH3:27][S:28][c:29]1[n:30][n:31][c:32]([CH:35]([CH3:36])[NH:37][C:38]([c:39]2[cH:40][cH:41][cH:42][cH:43][cH:44]2)=[O:45])[cH:33][n:34]1.